Dataset: the Open Reaction Database (ORD), a public repository of structured organic reaction records. Task: describe an organic reaction: reactants, conditions, products, and yield Conditions: time 4 hour. Product: ClC=1C=CC(=C(C1)S(=O)(=O)N1CCCC2=CC=C(C=C12)NC(=O)C1=CC=C(C=C1)CC(=O)O)OC ({4-[1-(5-chloro-2-methoxy-benzenesulfonyl)-1,2,3,4-tetrahydro-quinolin-7-ylcarbamoyl]-phenyl}-acetic acid). Reactants: solution, [Li+].[OH-] (LiOH), O (water), COC(CC1=CC=C(C=C1)C(NC1=CC=C2CCCN(C2=C1)S(=O)(=O)C1=C(C=CC(=C1)Cl)OC)=O)=O ({4-[1-(5-Chloro-2-methoxy-benzenesulfonyl)-1,2,3,4-tetrahydro-quinolin-7-ylcarbamoyl]-phenyl}-acetic acid methyl ester). Solvent: CO.O1CCCC1 (methanol tetrahydrofuran). RXN SMILES: C[O:2][C:3](=[O:36])[CH2:4][C:5]1[CH:10]=[CH:9][C:8]([C:11](=[O:35])[NH:12][C:13]2[CH:22]=[C:21]3[C:16]([CH2:17][CH2:18][CH2:19][N:20]3[S:23]([C:26]3[CH:31]=[C:30]([Cl:32])[CH:29]=[CH:28][C:27]=3[O:33][CH3:34])(=[O:25])=[O:24])=[CH:15][CH:14]=2)=[CH:7][CH:6]=1.[Li+].[OH-].O>CO.O1CCCC1>[Cl:32][C:30]1[CH:29]=[CH:28][C:27]([O:33][CH3:34])=[C:26]([S:23]([N:20]2[C:21]3[C:16](=[CH:15][CH:14]=[C:13]([NH:12][C:11]([C:8]4[CH:9]=[CH:10][C:5]([CH2:4][C:3]([OH:36])=[O:2])=[CH:6][CH:7]=4)=[O:35])[CH:22]=3)[CH2:17][CH2:18][CH2:19]2)(=[O:25])=[O:24])[CH:31]=1 |f:1.2,4.5|. Procedure details: {4-[1-(5-Chloro-2-methoxy-benzenesulfonyl)-1,2,3,4-tetrahydro-quinolin-7-ylcarbamoyl]-phenyl}-acetic acid methyl ester (121.00 mg, 0.23 mmol) was dissolved in methanol/tetrahydrofuran 1:1 (1.40 mL) and treated at room temperature with a 1N solution of LiOH in water (0.70 mL, 0.70 mmol). The mixture was stirred at room temperature for 4 hours, then the organic solvents were evaporated and the residual aqueous phase acidified with HCl 1N (0.70 mL). The precipitated solid was filtered washing with ... The reactants are CCO, COC(OC)c1cc(Cl)ccc1[N+](=O)[O-], [K+], [K+], Nc1cccc(O)c1, O=C([O-])[O-]. Product: COC(OC)c1cc(Oc2cccc(N)c2)ccc1[N+](=O)[O-]. Reaction SMILES: [CH3:30][CH2:31][OH:32].[Cl:15][c:16]1[cH:17][c:18]([CH:25]([O:26][CH3:27])[O:28][CH3:29])[c:19]([N+:22](=[O:23])[O-:24])[cH:20][cH:21]1.[K+:1].[K+:2].[NH2:7][c:8]1[cH:9][c:10]([OH:14])[cH:11][cH:12][cH:13]1.[O-:3][C:4]([O-:5])=[O:6]>>[NH2:7][c:8]1[cH:9][c:10]([O:14][c:16]2[cH:17][c:18]([CH:25]([O:26][CH3:27])[O:28][CH3:29])[c:19]([N+:22](=[O:23])[O-:24])[cH:20][cH:21]2)[cH:11][cH:12][cH:13]1.